This data is from the Open Reaction Database (ORD), a public repository of structured organic reaction records. The task is: describe an organic reaction: reactants, conditions, products, and yield Reagents/catalysts: [OH-].[Pd+2].[OH-] (palladium hydroxide). Product: FC1=CC=C(C=C1)C1(C=2N(CCC1)C(=NN2)C2=CC(=C(C=C2)C2=CN=C(O2)C)OC)C (8-(4-fluorophenyl)-3-[3-methoxy-4-(2-methyl-1,3-oxazol-5-yl)phenyl]-8-methyl-5,6,7,8-tetrahydro[1,2,4]triazolo[4,3-a]pyridine). Reported procedure: To a mixture of 8-(3-chloro-4-fluorophenyl)-3-[3-methoxy-4-(2-methyl-1,3-oxazol-5-yl)phenyl]-8-methyl-5,6,7,8-tetrahydro[1,2,4]triazolo[4,3-a]pyridine (80.0 mg) in methanol (1.8 mL) was added palladium hydroxide (8.0 mg), and the mixture was stirred for 5 days under a hydrogen stream. The catalyst was removed, and the filtrate was concentrated under reduced pressure. The residue was purified by silica gel column chromatography (methanol/ethyl acetate) to give the title compound (26.0 mg). Yield: 35.2%. The reactants are ClC=1C=C(C=CC1F)C1(C=2N(CCC1)C(=NN2)C2=CC(=C(C=C2)C2=CN=C(O2)C)OC)C (8-(3-chloro-4-fluorophenyl)-3-[3-methoxy-4-(2-methyl-1,3-oxazol-5-yl)phenyl]-8-methyl-5,6,7,8-tetrahydro[1,2,4]triazolo[4,3-a]pyridine). Run at time 5 day. The solvent is CO (methanol). As a reaction SMILES: Cl[C:2]1[CH:3]=[C:4]([C:9]2([CH3:32])[CH2:14][CH2:13][CH2:12][N:11]3[C:15]([C:18]4[CH:23]=[CH:22][C:21]([C:24]5[O:28][C:27]([CH3:29])=[N:26][CH:25]=5)=[C:20]([O:30][CH3:31])[CH:19]=4)=[N:16][N:17]=[C:10]23)[CH:5]=[CH:6][C:7]=1[F:8]>CO.[OH-].[Pd+2].[OH-]>[F:8][C:7]1[CH:6]=[CH:5][C:4]([C:9]2([CH3:32])[CH2:14][CH2:13][CH2:12][N:11]3[C:15]([C:18]4[CH:23]=[CH:22][C:21]([C:24]5[O:28][C:27]([CH3:29])=[N:26][CH:25]=5)=[C:20]([O:30][CH3:31])[CH:19]=4)=[N:16][N:17]=[C:10]23)=[CH:3][CH:2]=1 |f:2.3.4|. Reactants: COC(C1=CC(=CC=C1)OCC1=NC2=CC=CC=C2C=N1)=O (3-(2-quinazolinylmethoxy)benzoic acid methyl ester), [OH-].[Na+] (sodium hydroxide), O1CCCC1 (tetrahydrofuran), Cl (hydrochloric acid). Run in O (water). Product: N1=C(N=CC2=CC=CC=C12)COC=1C=C(C(=O)O)C=CC1 (3-(2-quinazolinylmethoxy)benzoic acid), colorless solid. As a reaction SMILES: C[O:2][C:3](=[O:22])[C:4]1[CH:9]=[CH:8][CH:7]=[C:6]([O:10][CH2:11][C:12]2[N:21]=[CH:20][C:19]3[C:14](=[CH:15][CH:16]=[CH:17][CH:18]=3)[N:13]=2)[CH:5]=1.[OH-].[Na+].O1CCCC1.Cl>O>[N:13]1[C:14]2[C:19](=[CH:18][CH:17]=[CH:16][CH:15]=2)[CH:20]=[N:21][C:12]=1[CH2:11][O:10][C:6]1[CH:5]=[C:4]([CH:9]=[CH:8][CH:7]=1)[C:3]([OH:22])=[O:2] |f:1.2|. Reported procedure: A mixture of 5.50 g (0.01869 moles) of 3-(2-quinazolinylmethoxy)benzoic acid methyl ester, 30.1 ml (0.0301 moles) of 1N sodium hydroxide and 22 ml of tetrahydrofuran is heated at reflux for 50 minutes. The mixture is allowed to come to room temperature and evaporated in vacuo giving a solid residue. After the addition of water and filtration through Celite the filtrate is acidified with 2.4M hydrochloric acid. The resulting precipitate is filtered, washed with water until the washings are pH~6. ... Reactants: [N+](=O)([O-])C1=CC=CC=C1 (nitrobenzene), NC1=CC=CC=C1 (aniline), C(=O)(Cl)Cl (phosgene). The product is C1(=CC=CC=C1)N=C=O (phenyl isocyanate). Reaction SMILES: [N+:1]([C:4]1[CH:9]=[CH:8][CH:7]=[CH:6][CH:5]=1)([O-])=O.NC1C=CC=CC=1.[C:17](Cl)(Cl)=[O:18]>>[C:4]1([N:1]=[C:17]=[O:18])[CH:9]=[CH:8][CH:7]=[CH:6][CH:5]=1. Procedure: The process of claim 18 in which the nitrobenzene is converted to an aniline compound and then reacted with phosgene to form a phenyl isocyanate. Starting materials: [Si](C)(C)(C(C)(C)C)OC[C@H]1[C@@H](C[C@@H]2OC(C[C@@H]21)O)OC2OCCCC2 ((3aR,4S,5R,6aS)-4-(t-butyldimethylsilyl oxymethyl)-5-(2-tetrahydropyranyloxy)hexahydrocyclopenta[b]furan-2-ol), Ice water, [Br-].C(=O)(O)CCCC[P+](C1=CC=CC=C1)(C1=CC=CC=C1)C1=CC=CC=C1 ((4-carboxy butyl) triphenyl phosphonium bromide), CC(C)([O-])C.[K+] (potassium t-butoxide). The solvent is O1CCCC1 (tetrahydrofuran), O1CCCC1 (tetrahydrofuran). Reaction conditions: time 1.5 hour. The product is [Si](C)(C)(C(C)(C)C)OC[C@@H]1[C@H]([C@H](C[C@H]1OC1OCCCC1)O)C\C=C/CCCC(=O)O ((Z)-7-[(1R,2S,3R,5S)-2-(t-butyldimethylsilyloxymethyl)-5-hydroxy-3-(2-tetrahydropyranyloxy)cyclopentyl]-5-heptenoic acid). Isolated yield 184.6%. As a reaction SMILES: [Br-].[C:2]([CH2:5][CH2:6][CH2:7][CH2:8][P+](C1C=CC=CC=1)(C1C=CC=CC=1)C1C=CC=CC=1)([OH:4])=[O:3].CC(C)([O-])C.[K+].[Si:34]([O:41][CH2:42][C@@H:43]1[C@@H:50]2[C@@H:46]([O:47][CH:48](O)[CH2:49]2)[CH2:45][C@H:44]1[O:52][CH:53]1[CH2:58][CH2:57][CH2:56][CH2:55][O:54]1)([C:37]([CH3:40])([CH3:39])[CH3:38])([CH3:36])[CH3:35]>O1CCCC1>[Si:34]([O:41][CH2:42][C@H:43]1[C@H:44]([O:52][CH:53]2[CH2:58][CH2:57][CH2:56][CH2:55][O:54]2)[CH2:45][C@H:46]([OH:47])[C@@H:50]1[CH2:49]/[CH:48]=[CH:8]\[CH2:7][CH2:6][CH2:5][C:2]([OH:4])=[O:3])([C:37]([CH3:40])([CH3:39])[CH3:38])([CH3:35])[CH3:36] |f:0.1,2.3|. Procedure details: A suspension of (4-carboxy butyl) triphenyl phosphonium bromide (289.3 g, 652.6 mmol) in tetrahydrofuran (1000 ml) was cooled on ice. To the suspension, potassium t-butoxide (146.3 g, 1304 mmol) was added and the mixture was warmed to room temperature. A solution of (3aR,4S,5R,6aS)-4-(t-butyldimethylsilyloxymethyl)-5-(2-tetrahydropyranyloxy)hexahydrocyclopenta[b]furan-2-ol (23) (97.2 g, 261 mmol) in tetrahydrofuran (500 ml) was added, and the resulting solution was stirred for approximately 1.5 ... The reactants are C1(CCCCC1)N=C=NC1CCCCC1 (N,N'-dicyclohexylcarbodiimide), C(CCCC)C1=CC=C(C=C1)C1=NC=C(C=N1)C1=CC=C(C=C1)O (4-(2-[4-pentylphenyl]-5pyrimidinyl)phenol), C(CCCCC)(=O)O (caproic acid). The reagents and catalysts are CN(C1=CC=NC=C1)C (4-(dimethylamino)pyridine). The solvent is ClCCl (dichloro-methane). Conditions: time 8 hour. The product is C(CCCCC)(=O)OC1=CC=C(C=C1)C=1C=NC(=NC1)C1=CC=C(C=C1)CCCCC (4-(2-[4-pentylphenyl]-5-pyrimidinyl)phenyl hexanoate). The yield is 76.4%. Reaction SMILES: C1(N=C=NC2CCCCC2)CCCCC1.[CH2:16]([C:21]1[CH:26]=[CH:25][C:24]([C:27]2[N:32]=[CH:31][C:30]([C:33]3[CH:38]=[CH:37][C:36]([OH:39])=[CH:35][CH:34]=3)=[CH:29][N:28]=2)=[CH:23][CH:22]=1)[CH2:17][CH2:18][CH2:19][CH3:20].[C:40](O)(=[O:46])[CH2:41][CH2:42][CH2:43][CH2:44][CH3:45]>CN(C)C1C=CN=CC=1.ClCCl>[C:40]([O:39][C:36]1[CH:35]=[CH:34][C:33]([C:30]2[CH:31]=[N:32][C:27]([C:24]3[CH:23]=[CH:22][C:21]([CH2:16][CH2:17][CH2:18][CH2:19][CH3:20])=[CH:26][CH:25]=3)=[N:28][CH:29]=2)=[CH:38][CH:37]=1)(=[O:46])[CH2:41][CH2:42][CH2:43][CH2:44][CH3:45]. Procedure: 0.8 g of N,N'-dicyclohexylcarbodiimide is added within 5 minutes while stirring to a solution of 1.0 g of 4-(2-[4-pentylphenyl]-5pyrimidinyl)phenol, 0.4 g of caproic acid and 0.05 g of 4-(dimethylamino)pyridine in 30 ml of dichloro-methane. The reaction mixture is stirred overnight, then filtered, the filtrate is washed with saturated sodium bicarbonate solution and with water and concentrated. Chromatography of the residue on silica gel with hexane/ethyl acetate (vol. 4:1) and two-fold recrysta... Starting materials: ClCC=1C(=NC(=NC1C)C1=CC=C(C=C1)C(F)(F)F)CCOC (5-chloromethyl-4-(2-methoxy-ethyl)-6-methyl-2-(4-trifluoromethyl-phenyl)-pyrimidine), C([O-])([O-])=O.[Cs+].[Cs+] (cesium carbonate), [I-].[K+] (potassium iodide), C(C)OC(CN1C=CC2=CC=C(C=C12)O)=O ((6-hydroxy-indol-1-yl)-acetic acid ethyl ester). The solvent is C(C)#N (acetonitrile). Product: C(C)OC(CN1C=CC2=CC=C(C=C12)OCC=1C(=NC(=NC1C)C1=CC=C(C=C1)C(F)(F)F)CCOC)=O ({6-[4-(2-Methoxy-ethyl)-6-methyl-2-(4-trifluoromethyl-phenyl)-pyrimidin-5-ylmethoxy]-indol-1-yl}-acetic acid ethyl ester). Reaction SMILES: [CH2:1]([O:3][C:4](=[O:16])[CH2:5][N:6]1[C:14]2[C:9](=[CH:10][CH:11]=[C:12]([OH:15])[CH:13]=2)[CH:8]=[CH:7]1)[CH3:2].Cl[CH2:18][C:19]1[C:20]([CH2:36][CH2:37][O:38][CH3:39])=[N:21][C:22]([C:26]2[CH:31]=[CH:30][C:29]([C:32]([F:35])([F:34])[F:33])=[CH:28][CH:27]=2)=[N:23][C:24]=1[CH3:25].C(=O)([O-])[O-].[Cs+].[Cs+].[I-].[K+]>C(#N)C>[CH2:1]([O:3][C:4](=[O:16])[CH2:5][N:6]1[C:14]2[C:9](=[CH:10][CH:11]=[C:12]([O:15][CH2:18][C:19]3[C:20]([CH2:36][CH2:37][O:38][CH3:39])=[N:21][C:22]([C:26]4[CH:27]=[CH:28][C:29]([C:32]([F:35])([F:33])[F:34])=[CH:30][CH:31]=4)=[N:23][C:24]=3[CH3:25])[CH:13]=2)[CH:8]=[CH:7]1)[CH3:2] |f:2.3.4,5.6|. Procedure: In analogy to the procedure described in example 7 a], (6-hydroxy-indol-1-yl)-acetic acid ethyl ester (example 6 b]) was reacted with 5-chloromethyl-4-(2-methoxy-ethyl)-6-methyl-2-(4-trifluoromethyl-phenyl)-pyrimidine in the presence of cesium carbonate and potassium iodide, using acetonitrile as solvent, to obtain the title compound as colorless crystals. Reactants: Cc1ccc2c(=O)c(C(=O)O)cn(Cc3cccc(Br)n3)c2n1, CCCP(=O)(O)O, CNOC, CCN(C(C)C)C(C)C, ClCCl, O. The product is CON(C)C(=O)c1cn(Cc2cccc(Br)n2)c2nc(C)ccc2c1=O. Reaction SMILES: [Br:8][c:9]1[cH:10][cH:11][cH:12][c:13]([CH2:15][n:16]2[cH:17][c:18]([C:28](=[O:29])[OH:30])[c:19](=[O:27])[c:20]3[cH:21][cH:22][c:23]([CH3:26])[n:24][c:25]23)[n:14]1.[CH2:1]([P:2]([OH:3])([OH:4])=[O:5])[CH2:6][CH3:7].[CH3:31][NH:32][O:33][CH3:34].[CH:35]([N:36]([CH:37]([CH3:38])[CH3:39])[CH2:40][CH3:41])([CH3:42])[CH3:43].[Cl:44][CH2:45][Cl:46].[OH2:47]>>[Br:8][c:9]1[cH:10][cH:11][cH:12][c:13]([CH2:15][n:16]2[cH:17][c:18]([C:28](=[O:29])[N:32]([CH3:31])[O:33][CH3:34])[c:19](=[O:27])[c:20]3[cH:21][cH:22][c:23]([CH3:26])[n:24][c:25]23)[n:14]1. The reactants are O=CC1=CC=C(C=C1)CC. The reagents and catalysts are O1B(OC(C)(C)C1(C)C)B2OC(C)(C)C(O2)(C)C, NC(C)(C)C, N1=CC=CC2=CC=CC(N)=C12, O1BOC(C)(C)C1(C)C, C[OH2+].C[OH2+].C1CC=CCCC=C1.C1CC=CCCC=C1.[Ir].[Ir]. Solvent: O1CCCC1. Run at temperature 90 celsius, time 12 hour. Product: O=CC1=CC=C(C=C1B2OC(C)(C)C(O2)(C)C)CC. Isolated yield 80.0%.